Dataset: the Open Reaction Database (ORD), a public repository of structured organic reaction records. Task: describe an organic reaction: reactants, conditions, products, and yield Starting materials: CC(=O)O, O=C1CCC(=O)N1Cl, CON=C(C(=O)O)c1csc(N)n1. Yields the product CON=C(C(=O)O)c1nc(N)sc1Cl. RXN SMILES: [CH3:22][C:23](=[O:24])[OH:25].[Cl:14][N:15]1[C:16](=[O:17])[CH2:18][CH2:19][C:20]1=[O:21].[NH2:1][c:2]1[s:3][cH:4][c:5]([C:7]([C:8](=[O:9])[OH:10])=[N:11][O:12][CH3:13])[n:6]1>>[NH2:1][c:2]1[s:3][c:4]([Cl:14])[c:5]([C:7]([C:8](=[O:9])[OH:10])=[N:11][O:12][CH3:13])[n:6]1. Reactants: [BH4-], CCCc1c(Cc2ccc(-c3ccccc3C#N)cc2)c(=O)n(CC(=O)C(C)(C)C)c2nc(C)nn12, CO, [Na+]. The product is CCCc1c(Cc2ccc(-c3ccccc3C#N)cc2)c(=O)n(CC(O)C(C)(C)C)c2nc(C)nn12. As a reaction SMILES: [BH4-:37].[CH3:1][C:2]([C:3]([CH2:4][n:5]1[c:6]2[n:7]([c:8]([CH2:27][CH2:28][CH3:29])[c:9]([CH2:12][c:13]3[cH:14][cH:15][c:16](-[c:19]4[c:20]([C:25]#[N:26])[cH:21][cH:22][cH:23][cH:24]4)[cH:17][cH:18]3)[c:10]1=[O:11])[n:30][c:31]([CH3:33])[n:32]2)=[O:34])([CH3:35])[CH3:36].[CH3:39][OH:40].[Na+:38]>>[CH3:1][C:2]([CH:3]([CH2:4][n:5]1[c:6]2[n:7]([c:8]([CH2:27][CH2:28][CH3:29])[c:9]([CH2:12][c:13]3[cH:14][cH:15][c:16](-[c:19]4[c:20]([C:25]#[N:26])[cH:21][cH:22][cH:23][cH:24]4)[cH:17][cH:18]3)[c:10]1=[O:11])[n:30][c:31]([CH3:33])[n:32]2)[OH:34])([CH3:35])[CH3:36].